Task: describe an organic reaction: reactants, conditions, products, and yield. Dataset: the Open Reaction Database (ORD), a public repository of structured organic reaction records The reactants are Cl.NC1=C(SC(=C1)Cl)S(=O)(=O)N (3-amino-5-chlorothiophene-2-sulfonamide hydrochloride), C1(CCCCC1)N=C=S (cyclohexyl isothiocyanate). Product: NC1=C(SC(=C1)Cl)S(=O)(=O)NC(=S)NC1CCCCC1 (N-(3-Amino-5-chloro-2-thienylsulfonyl)-N′-(cyclohexyl)thiourea), example 3-a. Yield: 78.0%. Reaction SMILES: Cl.[NH2:2][C:3]1[CH:7]=[C:6]([Cl:8])[S:5][C:4]=1[S:9]([NH2:12])(=[O:11])=[O:10].[CH:13]1([N:19]=[C:20]=[S:21])[CH2:18][CH2:17][CH2:16][CH2:15][CH2:14]1>>[NH2:2][C:3]1[CH:7]=[C:6]([Cl:8])[S:5][C:4]=1[S:9]([NH:12][C:20]([NH:19][CH:13]1[CH2:18][CH2:17][CH2:16][CH2:15][CH2:14]1)=[S:21])(=[O:10])=[O:11] |f:0.1|. Procedure: The title compound was prepared from 3-amino-5-chlorothiophene-2-sulfonamide hydrochloride and cyclohexyl isothiocyanate by a procedure analogous to the procedure described in example 3-a (yield 78%); 1H-NMR (DMSO-d6): δ1.1-1.9 (m, 10H), 4.0 (m, 1H), 6.45 (br s, 2H), 6.66 (s, 1H), 8.05 (br d, 1H), 11.2 (br s, 1H). The reactants are solid, C(C)(C)(C)OC(=O)N(CCC1=NC(=NN1)C1=CC=CC=C1)C(=O)OC(C)(C)C (5-[2-Bis(tert-butoxycarbonyl)aminoethyl]-3-phenyl-[1,2,4]triazole), FC(S(=O)(=O)OCC(F)(F)F)(F)F (2,2,2-trifluoroethyl trifluoromethanesulfonate), C([O-])([O-])=O.[K+].[K+] (potassium carbonate). Run in CN(C)C=O (DMF). Conditions: time 20 minute. Yields the product C1(=CC=CC=C1)C1=NN(C(=N1)CCNC(OC(C)(C)C)=O)CC(F)(F)F (tert-Butyl 2-(3-phenyl-1-(2,2,2-trifluoro ethyl)-1H-1,2,4-triazol-5-yl)ethylcarbamate). As a reaction SMILES: C(OC([N:8]([C:22]([O:24][C:25]([CH3:28])([CH3:27])[CH3:26])=[O:23])[CH2:9][CH2:10][C:11]1[NH:15][N:14]=[C:13]([C:16]2[CH:21]=[CH:20][CH:19]=[CH:18][CH:17]=2)[N:12]=1)=O)(C)(C)C.C(=O)([O-])[O-].[K+].[K+].FC(F)(F)S(O[CH2:41][C:42]([F:45])([F:44])[F:43])(=O)=O>CN(C=O)C>[C:16]1([C:13]2[N:12]=[C:11]([CH2:10][CH2:9][NH:8][C:22](=[O:23])[O:24][C:25]([CH3:26])([CH3:27])[CH3:28])[N:15]([CH2:41][C:42]([F:45])([F:44])[F:43])[N:14]=2)[CH:17]=[CH:18][CH:19]=[CH:20][CH:21]=1 |f:1.2.3|. Procedure details: 5-[2-Bis(tert-butoxycarbonyl)aminoethyl]-3-phenyl-[1,2,4]triazole (200 mg, 515 μmol; example 22, step 1) was dissolved in DMF (3.57 mL) and potassium carbonate (157 mg, 1.14 mmol) was added at RT. The mixture was stirred for 20 min, 2,2,2-trifluoroethyl trifluoromethanesulfonate (165 mg, 710 μmol) was added and stirring was continued at RT overnight. The reaction mixture was extracted with ethyl acetate (40 mL) and washed with water (3×20 mL) and brine (1×20 mL). The aqueous layers were back-ext... Starting materials: C(C)(C)(C)OC(=O)N1CCC(CC1)CCOC1=C(C=CC=C1)CCC1=CC(=CC=C1)OC (1-t-butoxycarbonyl-4-(2-{2-[2(3-methoxyphenyl)ethyl]phenoxy}ethyl)piperidine), Example 53 ( a ), [H-].[Al+3].[Li+].[H-].[H-].[H-] (lithium aluminum hydride). Solvent: O1CCCC1 (tetrahydrofuran). Product: COC=1C=C(C=CC1)CCC1=C(OCCC2CCN(CC2)C)C=CC=C1 (4-(2-{2-[2-(3-methoxyphenyl)ethyl]phenoxy}ethyl)-1-methylpiperidine). Yield: 90.2%. As a reaction SMILES: C(O[C:6]([N:8]1[CH2:13][CH2:12][CH:11]([CH2:14][CH2:15][O:16][C:17]2[CH:22]=[CH:21][CH:20]=[CH:19][C:18]=2[CH2:23][CH2:24][C:25]2[CH:30]=[CH:29][CH:28]=[C:27]([O:31][CH3:32])[CH:26]=2)[CH2:10][CH2:9]1)=O)(C)(C)C.[H-].[Al+3].[Li+].[H-].[H-].[H-]>O1CCCC1>[CH3:32][O:31][C:27]1[CH:26]=[C:25]([CH2:24][CH2:23][C:18]2[CH:19]=[CH:20][CH:21]=[CH:22][C:17]=2[O:16][CH2:15][CH2:14][CH:11]2[CH2:10][CH2:9][N:8]([CH3:6])[CH2:13][CH2:12]2)[CH:30]=[CH:29][CH:28]=1 |f:1.2.3.4.5.6|. Reported procedure: Following a procedure similar to that described in Example 38, 2.15 g of 1-t-butoxycarbonyl-4-(2-{2-[2(3-methoxyphenyl)ethyl]phenoxy}ethyl)piperidine [prepared as described in Example 53 (a)] were reacted with 0.371 g of lithium aluminum hydride dispersed in 40 ml of tetrahydrofuran. The mixture was then worked up as described in Example 38, and the crude product thus obtained was purified by column chromatography through silica gel, using a 10:1 by volume mixture of methylene chloride and metha... Reactants: CC(C)(C)C1CCC(N)CC1, CCOC(C)=O, Clc1nnc(CCc2cccnc2)c2ccccc12, O. Product: CC(C)(C)C1CCC(Nc2nnc(CCc3cccnc3)c3ccccc23)CC1. As a reaction SMILES: [C:20]([CH3:21])([CH3:22])([CH3:23])[CH:24]1[CH2:25][CH2:26][CH:27]([NH2:30])[CH2:28][CH2:29]1.[CH3:31][CH2:32][O:33][C:34](=[O:35])[CH3:36].[Cl:1][c:2]1[n:3][n:4][c:5]([CH2:12][CH2:13][c:14]2[cH:15][n:16][cH:17][cH:18][cH:19]2)[c:6]2[cH:7][cH:8][cH:9][cH:10][c:11]12.[OH2:37]>>[c:2]1([NH:30][CH:27]2[CH2:26][CH2:25][CH:24]([C:20]([CH3:21])([CH3:22])[CH3:23])[CH2:29][CH2:28]2)[n:3][n:4][c:5]([CH2:12][CH2:13][c:14]2[cH:15][n:16][cH:17][cH:18][cH:19]2)[c:6]2[cH:7][cH:8][cH:9][cH:10][c:11]12. Starting materials: OCC1CN(Cc2ccccc2)CCC1c1ccc(F)cc1, CO. The product is OCC1CNCCC1c1ccc(F)cc1. Reaction SMILES: [CH2:1]([c:2]1[cH:3][cH:4][cH:5][cH:6][cH:7]1)[N:8]1[CH2:9][CH:10]([CH2:21][OH:22])[CH:11]([c:14]2[cH:15][cH:16][c:17]([F:20])[cH:18][cH:19]2)[CH2:12][CH2:13]1.[CH3:23][OH:24]>>[NH:8]1[CH2:9][CH:10]([CH2:21][OH:22])[CH:11]([c:14]2[cH:15][cH:16][c:17]([F:20])[cH:18][cH:19]2)[CH2:12][CH2:13]1. Procedure details: DIPEA (186 mg, 1.43 mmol) was added to a stirred solution of {[5-(4-fluoro-phenyl)-isoxazole-3-carbonyl]-amino}-acetic acid (76 mg, 0.29 mmol) (prepared by the method used for the synthesis of Intermediate 26, starting from 4′-fluoroacetophenone) in DMF (2 mL) followed by HOBt (41 mg, 0.3 mmol) and EDCI.HCl (58 mg, 0.3 mmol). After 2 minutes 2-chloro-3-(piperidin-4-yloxy)-pyridine hydrochloride (72 mg, 0.29 mmol) (prepared by method used for the synthesis of Intermediate 15) was added to the rea... Yield: 49.6%. Product: ClC1=NC=CC=C1OC1CCN(CC1)C(CNC(=O)C1=NOC(=C1)C1=CC=C(C=C1)F)=O (5-(4-fluoro-phenyl)-isoxazole-3-carboxylic acid {2-[4-(2-chloro-pyridin-3-yloxy)-piperidin-1-yl]-2-oxo-ethyl}-amide). The solvent is O (water), CN(C)C=O (DMF). Reaction SMILES: CCN(C(C)C)C(C)C.[F:10][C:11]1[CH:16]=[CH:15][C:14]([C:17]2[O:21][N:20]=[C:19]([C:22]([NH:24][CH2:25][C:26]([OH:28])=O)=[O:23])[CH:18]=2)=[CH:13][CH:12]=1.FC1C=CC(C(=O)C)=CC=1.C1C=CC2N(O)N=NC=2C=1.CCN=C=NCCCN(C)C.Cl.Cl.[Cl:62][C:63]1[C:68]([O:69][CH:70]2[CH2:75][CH2:74][NH:73][CH2:72][CH2:71]2)=[CH:67][CH:66]=[CH:65][N:64]=1>CN(C=O)C.O>[Cl:62][C:63]1[C:68]([O:69][CH:70]2[CH2:75][CH2:74][N:73]([C:26](=[O:28])[CH2:25][NH:24][C:22]([C:19]3[CH:18]=[C:17]([C:14]4[CH:13]=[CH:12][C:11]([F:10])=[CH:16][CH:15]=4)[O:21][N:20]=3)=[O:23])[CH2:72][CH2:71]2)=[CH:67][CH:66]=[CH:65][N:64]=1 |f:4.5,6.7|. The reactants are C=1C=CC2=C(C1)N=NN2O (HOBt), FC1=CC=C(C=C1)C(C)=O (4′-fluoroacetophenone), Intermediate 15, Cl.ClC1=NC=CC=C1OC1CCNCC1 (2-chloro-3-(piperidin-4-yloxy)-pyridine hydrochloride), CCN(C(C)C)C(C)C (DIPEA), FC1=CC=C(C=C1)C1=CC(=NO1)C(=O)NCC(=O)O ({[5-(4-fluoro-phenyl)-isoxazole-3-carbonyl]-amino}-acetic acid), Intermediate 26, CCN=C=NCCCN(C)C.Cl (EDCI.HCl). Reaction conditions: time 8 hour. The reactants are CCCC(=O)Cl, CC#N, CCCCCCCCNC(C)C(O)c1cc(C(C)C)cs1, Cl. The product is CCCCCCCCNC(C)C(OC(=O)CCC)c1cc(C(C)C)cs1, Cl. Reaction SMILES: [C:23]([CH2:24][CH2:25][CH3:26])(=[O:27])[Cl:28].[CH3:29][C:30]#[N:31].[CH:2]([CH3:3])([CH3:4])[c:5]1[cH:6][c:7]([CH:10]([CH:11]([CH3:12])[NH:13][CH2:14][CH2:15][CH2:16][CH2:17][CH2:18][CH2:19][CH2:20][CH3:21])[OH:22])[s:8][cH:9]1.[ClH:1]>>[CH:2]([CH3:3])([CH3:4])[c:5]1[cH:6][c:7]([CH:10]([CH:11]([CH3:12])[NH:13][CH2:14][CH2:15][CH2:16][CH2:17][CH2:18][CH2:19][CH2:20][CH3:21])[O:22][C:23]([CH2:24][CH2:25][CH3:26])=[O:27])[s:8][cH:9]1.[ClH:28].